From a dataset of the Open Reaction Database (ORD), a public repository of structured organic reaction records. describe an organic reaction: reactants, conditions, products, and yield The solvent is O (water). Product: C1(=CC=CC=C1)C([C@H](N)C(=O)O)C1=CC=CC=C1 (3,3-Diphenylalanine). Isolated yield 46.0%. As a reaction SMILES: Cl.[C:2]1([CH:8]([C:14]2[CH:19]=[CH:18][CH:17]=[CH:16][CH:15]=2)[C@@H:9]([C:11]([OH:13])=[O:12])[NH2:10])[CH:7]=[CH:6][CH:5]=[CH:4][CH:3]=1.[OH-].[NH4+]>O>[C:2]1([CH:8]([C:14]2[CH:19]=[CH:18][CH:17]=[CH:16][CH:15]=2)[C@@H:9]([C:11]([OH:13])=[O:12])[NH2:10])[CH:3]=[CH:4][CH:5]=[CH:6][CH:7]=1 |f:0.1,2.3|. The reactants are Cl.C1(=CC=CC=C1)C([C@H](N)C(=O)O)C1=CC=CC=C1 ((-)-3,3-Diphenylalanine hydrochloride), [OH-].[NH4+] (ammonium hydroxide). Reported procedure: D (-)-3,3-Diphenylalanine hydrochloride (0.5 g) is dissolved in 15 mL of water and the pH of the solution is adjusted with dilute ammonium hydroxide solution to pH 7. The precipitate is collected by filtration, washed with water, boiled with water for a short time, cooled to room temperature, and collected to afford 0.2 g of the title compound; mp 218°-220° C. (dec.). The reactants are COC(CN(Cc1ccccc1)C(=O)OC(C)(C)C)c1cc(C(F)(F)F)nc2c(C(F)(F)F)cccc12, Cl, C1COCCO1. Yields the product COC(CNCc1ccccc1)c1cc(C(F)(F)F)nc2c(C(F)(F)F)cccc12, Cl. Reaction SMILES: [CH2:1]([c:2]1[cH:3][cH:4][cH:5][cH:6][cH:7]1)[N:8]([CH2:9][CH:10]([c:11]1[cH:12][c:13]([C:25]([F:26])([F:27])[F:28])[n:14][c:15]2[c:16]([C:21]([F:22])([F:23])[F:24])[cH:17][cH:18][cH:19][c:20]12)[O:29][CH3:30])[C:31]([O:32][C:33]([CH3:34])([CH3:35])[CH3:36])=[O:37].[ClH:38].[O:39]1[CH2:40][CH2:41][O:42][CH2:43][CH2:44]1>>[CH2:1]([c:2]1[cH:3][cH:4][cH:5][cH:6][cH:7]1)[NH:8][CH2:9][CH:10]([c:11]1[cH:12][c:13]([C:25]([F:26])([F:27])[F:28])[n:14][c:15]2[c:16]([C:21]([F:22])([F:23])[F:24])[cH:17][cH:18][cH:19][c:20]12)[O:29][CH3:30].[ClH:38]. Reactants: CCNCC, CCC(C)C(NC(=O)OCC1c2ccccc2-c2ccccc21)C(=O)NC(Cc1ccc(OC(C)(C)C)cc1)C(=O)NC(C)C(=O)NCc1c(OC)ccc2c1Oc1c(ccc(OC)c1CC(=O)OCc1ccccc1)C2(C)C, CN(C)C=O. Product: CCC(C)C(N)C(=O)NC(Cc1ccc(OC(C)(C)C)cc1)C(=O)NC(C)C(=O)NCc1c(OC)ccc2c1Oc1c(ccc(OC)c1CC(=O)OCc1ccccc1)C2(C)C. Reaction SMILES: [CH2:80]([NH:81][CH2:82][CH3:83])[CH3:84].[CH3:1][O:2][c:3]1[cH:4][cH:5][c:6]2[c:15]([c:16]1[CH2:17][C:18](=[O:19])[O:20][CH2:21][c:22]1[cH:23][cH:24][cH:25][cH:26][cH:27]1)[O:14][c:13]1[c:8]([cH:9][cH:10][c:11]([O:76][CH3:77])[c:12]1[CH2:28][NH:29][C:30]([CH:31]([NH:32][C:33]([CH:34]([NH:35][C:36]([CH:37]([NH:38][C:39]([O:40][CH2:41][CH:42]1[c:43]3[cH:44][cH:45][cH:46][cH:47][c:48]3-[c:49]3[c:50]1[cH:51][cH:52][cH:53][cH:54]3)=[O:55])[CH:56]([CH3:57])[CH2:58][CH3:59])=[O:60])[CH2:61][c:62]1[cH:63][cH:64][c:65]([O:68][C:69]([CH3:70])([CH3:71])[CH3:72])[cH:66][cH:67]1)=[O:73])[CH3:74])=[O:75])[C:7]2([CH3:78])[CH3:79].[CH3:85][N:86]([CH3:87])[CH:88]=[O:89]>>[CH3:1][O:2][c:3]1[cH:4][cH:5][c:6]2[c:15]([c:16]1[CH2:17][C:18](=[O:19])[O:20][CH2:21][c:22]1[cH:23][cH:24][cH:25][cH:26][cH:27]1)[O:14][c:13]1[c:8]([cH:9][cH:10][c:11]([O:76][CH3:77])[c:12]1[CH2:28][NH:29][C:30]([CH:31]([NH:32][C:33]([CH:34]([NH:35][C:36]([CH:37]([NH2:38])[CH:56]([CH3:57])[CH2:58][CH3:59])=[O:60])[CH2:61][c:62]1[cH:63][cH:64][c:65]([O:68][C:69]([CH3:70])([CH3:71])[CH3:72])[cH:66][cH:67]1)=[O:73])[CH3:74])=[O:75])[C:7]2([CH3:78])[CH3:79]. Reactants: N1CCCCC1 (piperidine), N(=[N+]=[N-])CCOC1=CC=C(C=O)C=C1 (4-(2-Azidoethoxy)benzaldehyde), C(C#N)C#N (malonodinitrile). The solvent is C(C)O (ethanol). Reaction conditions: time 3.5 hour. Yields the product N(=[N+]=[N-])CCOC1=CC=C(C=C(C#N)C#N)C=C1 ([4-(2-Azidoethoxy)benzylidene]malononitrile). Reaction SMILES: N1CCCCC1.[N:7]([CH2:10][CH2:11][O:12][C:13]1[CH:20]=[CH:19][C:16]([CH:17]=O)=[CH:15][CH:14]=1)=[N+:8]=[N-:9].[CH2:21]([C:24]#[N:25])[C:22]#[N:23]>C(O)C>[N:7]([CH2:10][CH2:11][O:12][C:13]1[CH:20]=[CH:19][C:16]([CH:17]=[C:21]([C:24]#[N:25])[C:22]#[N:23])=[CH:15][CH:14]=1)=[N+:8]=[N-:9]. Procedure: 47 μl (0.47 mmol) of piperidine are added dropwise to a solution of 3.02 g (15.79 mmol) of the compound from Example 36A and 1.09 g (16.42 mmol) of malonodinitrile in 100 ml of ethanol, and the reaction mixture is stirred at +78° C. for 3.5 h. During this time, the colour of the solution changes to orange-red. After cooling to RT, the solution is allowed to stand without stirring for 20 h. A colourless precipitate is formed. Using a rotary evaporator, the crude suspension is concentrated to half...